This data is from the Open Reaction Database (ORD), a public repository of structured organic reaction records. The task is: describe an organic reaction: reactants, conditions, products, and yield Starting materials: C(C)O (ethanol), C(=O)C1=CC=C(C=C1)N1CCN(CC1)C1=CC=NC=C1 (1-(4-formylphenyl)-4-(4-pyridyl)piperazine), CC(=O)C1=CC=C(C=C1)OC (4-methoxyacetophenone), C(C)O (ethanol). The reagents and catalysts are [Pd] (palladium on charcoal), [OH-].[Na+] (sodium hydroxide). The product is CC1=CC=C(C(=O)CCC2=CC=C(C=C2)N2CCN(CC2)C2=CC=NC=C2)C=C1 (1-(4-[4-methylbenzoylethyl]-phenyl)-4-(4-pyridyl)piperazine). As a reaction SMILES: [CH:1]([C:3]1[CH:8]=[CH:7][C:6]([N:9]2[CH2:14][CH2:13][N:12]([C:15]3[CH:20]=[CH:19][N:18]=[CH:17][CH:16]=3)[CH2:11][CH2:10]2)=[CH:5][CH:4]=1)=O.[CH3:21][C:22]([C:24]1[CH:29]=[CH:28][C:27](OC)=[CH:26][CH:25]=1)=[O:23].[CH2:32](O)C>[OH-].[Na+].[Pd]>[CH3:32][C:27]1[CH:28]=[CH:29][C:24]([C:22]([CH2:21][CH2:1][C:3]2[CH:8]=[CH:7][C:6]([N:9]3[CH2:14][CH2:13][N:12]([C:15]4[CH:20]=[CH:19][N:18]=[CH:17][CH:16]=4)[CH2:11][CH2:10]3)=[CH:5][CH:4]=2)=[O:23])=[CH:25][CH:26]=1 |f:3.4|. Procedure: A solution of 1-(4-formylphenyl)-4-(4-pyridyl)piperazine (1.0 g), 4-methoxyacetophenone (503 mg) and concentrated sodium hydroxide (3 drops) in ethanol (25 ml) was stirred at ambient temperature overnight to give a solid which was dissolved in ethanol (100 ml) and hydrogenated over 10% palladium on charcoal to give a solid which was recrystallised from a mixture of ethyl acetate/isohexane to give 1-(4-[4-methylbenzoylethyl]-phenyl)-4-(4-pyridyl)piperazine (400 mg), m.p. 114-115° C. The reactants are C(C)OC(=O)NC(CC#N)=O (N-ethoxycarbonylcyanoacetamide), C(C)OC(OCC)OCC (triethylorthoformate). Solvent: C(C)(=O)OC(C)=O (acetic anhydride). Product: C(#N)C(C(=O)NC(=O)OCC)=COCC (α-cyano-β-ethoxy-N-ethoxycarbonylacrylamide). As a reaction SMILES: [CH2:1]([O:3][C:4]([NH:6][C:7](=[O:11])[CH2:8][C:9]#[N:10])=[O:5])[CH3:2].[CH2:12]([O:14][CH:15](OCC)OCC)[CH3:13]>C(OC(=O)C)(=O)C>[C:9]([C:8](=[CH:15][O:14][CH2:12][CH3:13])[C:7]([NH:6][C:4]([O:3][CH2:1][CH3:2])=[O:5])=[O:11])#[N:10]. Procedure details: A mixture of N-ethoxycarbonylcyanoacetamide (42 g), triethylorthoformate (40 g) and acetic anhydride (100 ml) is heated at reflux for one hour. The reaction is allowed to stand until cool and then is filtered, washing with ether, to yield α-cyano-β-ethoxy-N-ethoxycarbonylacrylamide.